From a dataset of the Open Reaction Database (ORD), a public repository of structured organic reaction records. describe an organic reaction: reactants, conditions, products, and yield Starting materials: O=C([O-])[O-], CCc1cccc(CC)c1B(O)O, COC(=O)c1c(C)nc(Cl)nc1OC, COCCOC, [K+], [K+], O, c1ccc(P(c2ccccc2)(c2ccccc2)[Pd](P(c2ccccc2)(c2ccccc2)c2ccccc2)(P(c2ccccc2)(c2ccccc2)c2ccccc2)P(c2ccccc2)(c2ccccc2)c2ccccc2)cc1. The product is CCc1cccc(CC)c1-c1nc(C)c(C(=O)OC)c(OC)n1. RXN SMILES: [C:15](=[O:16])([O-:17])[O-:18].[CH2:21]([CH3:22])[c:23]1[c:24]([B:31]([OH:32])[OH:33])[c:25]([CH2:29][CH3:30])[cH:26][cH:27][cH:28]1.[CH3:1][O:2][C:3](=[O:4])[c:5]1[c:6]([O:13][CH3:14])[n:7][c:8]([Cl:12])[n:9][c:10]1[CH3:11].[CH3:34][O:35][CH2:36][CH2:37][O:38][CH3:39].[K+:19].[K+:20].[OH2:40].[cH:41]1[cH:42][cH:43][c:44]([P:45]([Pd:46]([P:47]([c:48]2[cH:49][cH:50][cH:51][cH:52][cH:53]2)([c:54]2[cH:55][cH:56][cH:57][cH:58][cH:59]2)[c:60]2[cH:61][cH:62][cH:63][cH:64][cH:65]2)([P:66]([c:67]2[cH:68][cH:69][cH:70][cH:71][cH:72]2)([c:73]2[cH:74][cH:75][cH:76][cH:77][cH:78]2)[c:79]2[cH:80][cH:81][cH:82][cH:83][cH:84]2)[P:85]([c:86]2[cH:87][cH:88][cH:89][cH:90][cH:91]2)([c:92]2[cH:93][cH:94][cH:95][cH:96][cH:97]2)[c:98]2[cH:99][cH:100][cH:101][cH:102][cH:103]2)([c:104]2[cH:105][cH:106][cH:107][cH:108][cH:109]2)[c:110]2[cH:111][cH:112][cH:113][cH:114][cH:115]2)[cH:116][cH:117]1>>[CH3:1][O:2][C:3](=[O:4])[c:5]1[c:6]([O:13][CH3:14])[n:7][c:8](-[c:24]2[c:23]([CH2:21][CH3:22])[cH:28][cH:27][cH:26][c:25]2[CH2:29][CH3:30])[n:9][c:10]1[CH3:11].